Dataset: the Open Reaction Database (ORD), a public repository of structured organic reaction records. Task: describe an organic reaction: reactants, conditions, products, and yield Starting materials: CC=1C=C(C(=CC1)NCC1=CC2=C(N=C(S2)SC)C=C1)N (4-methyl-N1-((2-(methylthio)benzo[d]thiazol-6-yl)methyl)benzene-1,2-diamine), C(OCC)(OCC)OCC (triethyl orthoformate). Solvent: C(=O)O (formic acid). Run at temperature 100 celsius. Yields the product CC1=CC2=C(N(C=N2)CC2=CC3=C(N=C(S3)SC)C=C2)C=C1 (6-((5-methyl-1H-benzo[d]imidazol-1-yl)methyl)-2-(methylthio)benzo[d]thiazole). Yield: 85.0%. Reaction SMILES: [CH3:1][C:2]1[CH:3]=[C:4]([NH2:21])[C:5]([NH:8][CH2:9][C:10]2[CH:20]=[CH:19][C:13]3[N:14]=[C:15]([S:17][CH3:18])[S:16][C:12]=3[CH:11]=2)=[CH:6][CH:7]=1.[CH:22](OCC)(OCC)OCC>C(O)=O>[CH3:1][C:2]1[CH:7]=[CH:6][C:5]2[N:8]([CH2:9][C:10]3[CH:20]=[CH:19][C:13]4[N:14]=[C:15]([S:17][CH3:18])[S:16][C:12]=4[CH:11]=3)[CH:22]=[N:21][C:4]=2[CH:3]=1. Procedure: A stirred mixture of crude 4-methyl-N1-((2-(methylthio)benzo[d]thiazol-6-yl)methyl)benzene-1,2-diamine (0.7 g, 2.3 mmol), formic acid (0.5 mL) and triethyl orthoformate (5 mL) was heated at 100° C. for 1 h. The reaction mixture was cooled to rt and concentrated under reduced pressure. The residue was purified by silica gel flash chromatography eluting with 3% MeOH in DCM to afford 6-((5-methyl-1H-benzo[d]imidazol-1-yl)methyl)-2-(methylthio)benzo[d]thiazole (0.61 g, 85%) as a yellow solid. 1H NMR...